Dataset: the Open Reaction Database (ORD), a public repository of structured organic reaction records. Task: describe an organic reaction: reactants, conditions, products, and yield Reactants: FC(C(=O)O)(F)F (Trifluoroacetic acid), CC(C)(C)OC1=CC=C(C=C1)/C=C/C1=CC(N(C=C1)C1=CC=C(C=C1)OCCN1CCCC1)=O (4-((E)-2-{4-[(2-methyl-2-propyl)oxy]phenyl}vinyl)-1-{4-[2-(1-pyrrolidinyl)ethoxy]phenyl}-1H-pyridin-2-one). Reaction conditions: time 30 minute. Yields the product OC1=CC=C(C=C1)/C=C/C1=CC(N(C=C1)C1=CC=C(C=C1)OCCN1CCCC1)=O (4-[(E)-2-(4-hydroxyphenyl)vinyl]-1-{4-[2-(1-pyrrolidinyl)-ethoxy]phenyl}-1H-pyridin-2-one). Yield: 92.7%. Reaction SMILES: FC(F)(F)C(O)=O.CC([O:12][C:13]1[CH:18]=[CH:17][C:16](/[CH:19]=[CH:20]/[C:21]2[CH:26]=[CH:25][N:24]([C:27]3[CH:32]=[CH:31][C:30]([O:33][CH2:34][CH2:35][N:36]4[CH2:40][CH2:39][CH2:38][CH2:37]4)=[CH:29][CH:28]=3)[C:23](=[O:41])[CH:22]=2)=[CH:15][CH:14]=1)(C)C>>[OH:12][C:13]1[CH:18]=[CH:17][C:16](/[CH:19]=[CH:20]/[C:21]2[CH:26]=[CH:25][N:24]([C:27]3[CH:32]=[CH:31][C:30]([O:33][CH2:34][CH2:35][N:36]4[CH2:37][CH2:38][CH2:39][CH2:40]4)=[CH:29][CH:28]=3)[C:23](=[O:41])[CH:22]=2)=[CH:15][CH:14]=1. Procedure: Trifluoroacetic acid (2 mL) was added to 4-((E)-2-{4-[(2-methyl-2-propyl)oxy]phenyl}vinyl)-1-{4-[2-(1-pyrrolidinyl)ethoxy]phenyl}-1H-pyridin-2-one (120 mg, 0.26 mmol) and stirred at room temperature for 30 minutes. After concentrating the reaction liquid under reduced pressure, chloroform was added to the reaction liquid which then was washed with aqueous sodium hydrogencarbonate solution and dried over anhydrous sodium sulfate. Concentrating the solvent under reduced pressure, the title compoun... The reactants are [Li]CCCC (n-BuLi), C(C)OC1=C(C(=C(C=C1)C=1[Se]C=CC1)F)F (2-(4-ethoxy-2,3-difluorophenyl)selenophene), C(=O)N1CCOCC1 (N-formylmorpholine). Run in C1CCOC1 (THF), C1CCOC1 (THF), ClCCl (dichloromethane), Cl (hydrochloric acid). Run at time 25 minute. The product is C(C)OC1=C(C(=C(C=C1)C1=CC=C([Se]1)C=O)F)F (5-(4-ethoxy-2,3-difluorophenyl)selenophene-2-carbaldehyde). As a reaction SMILES: [Li]CCCC.[CH2:6]([O:8][C:9]1[CH:14]=[CH:13][C:12]([C:15]2[Se:16][CH:17]=[CH:18][CH:19]=2)=[C:11]([F:20])[C:10]=1[F:21])[CH3:7].[CH:22](N1CCOCC1)=[O:23]>C1COCC1.ClCCl.Cl>[CH2:6]([O:8][C:9]1[CH:14]=[CH:13][C:12]([C:15]2[Se:16][C:17]([CH:22]=[O:23])=[CH:18][CH:19]=2)=[C:11]([F:20])[C:10]=1[F:21])[CH3:7]. Reported procedure: 7.6 ml (44.4 mmol) of TMP are initially introduced at −20° C. in THF, and 26.7 ml (42.4 mmol, 15% soln. in hexane) of n-BuLi are metered in. After 25 min at this temperature, a solution of 11.7 g (38.6 mmol) of 2-(4-ethoxy-2,3-difluorophenyl)selenophene in 80 ml of THF is added. When the addition is complete, the batch is warmed to RT over the course of 45 min and left at this temperature for 20 min. The solution is cooled to −40° C., and N-formylmorpholine is added. The reaction mixture is warm... Starting materials: C(=O)(C(F)(F)F)O (TFA), NC(=O)N (Urea), FC(C(=O)O)(F)F.NC=1C=C(C=CC1)C(=O)NCC(=O)NC(CC(=O)OCC)C=1C=NC=CC1 (ethyl β-[[2-[[(3-aminophenyl)-carbony]amino]acetyl]amino]pyridine-3-propanoate trifluoroacetate salt), Cl (HCl), [OH-].[K+] (KOH). The product is Cl.NC(=O)NC=1C=C(C=CC1)C(=O)NCC(=O)NC(CC(=O)O)C=1C=NC=CC1 (β-[[2-[[[3-(aminocarbonylamino)phenyl]-carbonyl]amino]acetyl]amino]pyridine-3-propanoic acid, hydrochloride salt). As a reaction SMILES: [NH2:1][C:2]([NH2:4])=[O:3].FC(F)(F)C(O)=O.N[C:13]1[CH:14]=[C:15]([C:19]([NH:21][CH2:22][C:23]([NH:25][CH:26]([C:33]2[CH:34]=[N:35][CH:36]=[CH:37][CH:38]=2)[CH2:27][C:28]([O:30]CC)=[O:29])=[O:24])=[O:20])[CH:16]=[CH:17][CH:18]=1.[OH-].[K+].C(O)(C(F)(F)F)=O.[ClH:48]>>[ClH:48].[NH2:1][C:2]([NH:4][C:17]1[CH:16]=[C:15]([C:19]([NH:21][CH2:22][C:23]([NH:25][CH:26]([C:33]2[CH:34]=[N:35][CH:36]=[CH:37][CH:38]=2)[CH2:27][C:28]([OH:30])=[O:29])=[O:24])=[O:20])[CH:14]=[CH:13][CH:18]=1)=[O:3] |f:1.2,3.4,7.8|. Procedure: Urea (4 g) and ethyl β-[[2-[[(3-aminophenyl)-carbony]amino]acetyl]amino]pyridine-3-propanoate trifluoroacetate salt (4 g) were dissolved in 20% aqueous HCl (50 ml) and refluxed for 6 hours. The reaction was made basic with KOH (pH>12). After 4 hours the reaction was acidified with TFA and purified by HPLC (RP--CH3CN/H2O). The white solid was dissolved in 1:1 CH3CN:H2O (100 ml) and subjected to the resin exchange described in Example 43, Step C. Lyophilization gave the desired product (3.2 g). MS...